Dataset: the Open Reaction Database (ORD), a public repository of structured organic reaction records. Task: describe an organic reaction: reactants, conditions, products, and yield Starting materials: O=C([O-])[O-], CS(C)=O, CC(C)Br, [K+], [K+], O, O=C1c2ccccc2C(=O)N1O. The product is CC(C)ON1C(=O)c2ccccc2C1=O. Reaction SMILES: [C:1](=[O:2])([O-:3])[O-:4].[CH3:24][S:25](=[O:26])[CH3:27].[CH:19]([CH3:20])([CH3:21])[Br:22].[K+:5].[K+:6].[OH2:23].[OH:7][N:8]1[C:9](=[O:18])[c:10]2[c:11]([cH:14][cH:15][cH:16][cH:17]2)[C:12]1=[O:13]>>[O:7]([N:8]1[C:9](=[O:18])[c:10]2[c:11]([cH:14][cH:15][cH:16][cH:17]2)[C:12]1=[O:13])[CH:19]([CH3:20])[CH3:21]. Starting materials: BrC=1C=C(C=CC1)CCCCO (4-(3-bromophenyl)butan-1-ol), N1C=NC=C1 (imidazole), [Si](C1=CC=CC=C1)(C1=CC=CC=C1)(C(C)(C)C)Cl (tert-butyldiphenylsilyl chloride). The solvent is CN(C)C=O (DMF). Reaction conditions: time 16 hour. Yields the product BrC=1C=C(C=CC1)CCCCO[Si](C1=CC=CC=C1)(C1=CC=CC=C1)C(C)(C)C ([4-(3-Bromophenyl)butoxy](tert-butyl)diphenylsilane). As a reaction SMILES: [Br:1][C:2]1[CH:3]=[C:4]([CH2:8][CH2:9][CH2:10][CH2:11][OH:12])[CH:5]=[CH:6][CH:7]=1.N1C=CN=C1.[Si:18](Cl)([C:31]([CH3:34])([CH3:33])[CH3:32])([C:25]1[CH:30]=[CH:29][CH:28]=[CH:27][CH:26]=1)[C:19]1[CH:24]=[CH:23][CH:22]=[CH:21][CH:20]=1>CN(C=O)C>[Br:1][C:2]1[CH:3]=[C:4]([CH2:8][CH2:9][CH2:10][CH2:11][O:12][Si:18]([C:31]([CH3:34])([CH3:33])[CH3:32])([C:25]2[CH:26]=[CH:27][CH:28]=[CH:29][CH:30]=2)[C:19]2[CH:24]=[CH:23][CH:22]=[CH:21][CH:20]=2)[CH:5]=[CH:6][CH:7]=1. Procedure details: A solution of 4-(3-bromophenyl)butan-1-ol (5 g) (WO 0266422 A1) in dry DMF was treated with imidazole (1.8 g) and tert-butyldiphenylsilyl chloride (7.2 g) and stirred at room temperature for 16 h. The reaction mixture was partitioned between water and EtOAc. The organic phase was washed with 2M HCl, water, sat. NH4Cl(aq), water, dried (MgSO4) and concentrated in vacuo. The residue was purified by chromatography (SPE, Gradient between cyclohexane and cyclohexane-EtOAc (5:1) to give the title comp... Reactants: C(C)(C)(C)OC(=O)N1CCN(CC1)C1=CC=C(C=C1)C(=O)OCC (4-(4-ethoxycarbonyl-phenyl)-piperazine-1-carboxylic acid tert-butyl ester), [OH-].[Na+] (sodium hydroxide). The solvent is C(C)O (ethanol). Conditions: temperature 70 celsius, time 8 hour. Yields the product C(C)(C)(C)OC(=O)N1CCN(CC1)C1=CC=C(C(=O)O)C=C1 (4-(4-(tert-butoxycarbonyl)piperazin-1-yl)benzoic acid). Isolated yield 87.3%. Reaction SMILES: [C:1]([O:5][C:6]([N:8]1[CH2:13][CH2:12][N:11]([C:14]2[CH:19]=[CH:18][C:17]([C:20]([O:22]CC)=[O:21])=[CH:16][CH:15]=2)[CH2:10][CH2:9]1)=[O:7])([CH3:4])([CH3:3])[CH3:2].[OH-].[Na+]>C(O)C>[C:1]([O:5][C:6]([N:8]1[CH2:13][CH2:12][N:11]([C:14]2[CH:15]=[CH:16][C:17]([C:20]([OH:22])=[O:21])=[CH:18][CH:19]=2)[CH2:10][CH2:9]1)=[O:7])([CH3:4])([CH3:2])[CH3:3] |f:1.2|. Procedure: To a mixture of 4-(4-ethoxycarbonyl-phenyl)-piperazine-1-carboxylic acid tert-butyl ester (10 g, 29.9 mmol) in ethanol (200 mL was added 1 N sodium hydroxide (100 mL). The reaction mixture was stirred at 70° C. overnight. The solvent was removed under vacuum and the residue washed twice with ethyl acetate, acidified to pH 6 with 5 N HCl, filtered, and concentrated to dryness to provide the title compound (8 g, 87% yield) as a white solid. 1H NMR (d6-DMSO, 400 MHz) δ (ppm) 7.74 (m, 2H), 6.92 (m, ... The reactants are BrC1=C(C=CC=C1)CN1N=C(C(=C(C1=O)C(=O)NCC(=O)O)O)C(C)C (N-{[2-[(2-bromophenyl)methyl]-5-hydroxy-6-(1-methylethyl)-3-oxo-2,3-dihydro-4-pyridazinyl]carbonyl}glycine), COC1=C(C=CC=C1)B(O)O (2-methoxyphenylboronic acid), C([O-])([O-])=O.[K+].[K+] (potassium carbonate), Cl (HCl). The reagents and catalysts are C=1C=CC(=CC1)[P](C=2C=CC=CC2)(C=3C=CC=CC3)[Pd]([P](C=4C=CC=CC4)(C=5C=CC=CC5)C=6C=CC=CC6)([P](C=7C=CC=CC7)(C=8C=CC=CC8)C=9C=CC=CC9)[P](C=1C=CC=CC1)(C=1C=CC=CC1)C=1C=CC=CC1 (tetrakis(triphenylphosphine)palladium). The solvent is O1CCOCC1 (1,4-Dioxane), O (Water), O (water). Yields the product OC1=C(C(N(N=C1C(C)C)CC1=C(C=CC=C1)C1=C(C=CC=C1)OC)=O)C(=O)NCC(=O)O (N-[(5-hydroxy-6-(1-methylethyl)-2-{[2′-(methyloxy)-2-biphenylyl]methyl}-3-oxo-2,3-dihydro-4-pyridazinyl)carbonyl]glycine). Yield: 49.7%. As a reaction SMILES: Br[C:2]1[CH:7]=[CH:6][CH:5]=[CH:4][C:3]=1[CH2:8][N:9]1[C:14](=[O:15])[C:13]([C:16]([NH:18][CH2:19][C:20]([OH:22])=[O:21])=[O:17])=[C:12]([OH:23])[C:11]([CH:24]([CH3:26])[CH3:25])=[N:10]1.[CH3:27][O:28][C:29]1[CH:34]=[CH:33][CH:32]=[CH:31][C:30]=1B(O)O.C(=O)([O-])[O-].[K+].[K+].Cl>O1CCOCC1.O.C1C=CC([P]([Pd]([P](C2C=CC=CC=2)(C2C=CC=CC=2)C2C=CC=CC=2)([P](C2C=CC=CC=2)(C2C=CC=CC=2)C2C=CC=CC=2)[P](C2C=CC=CC=2)(C2C=CC=CC=2)C2C=CC=CC=2)(C2C=CC=CC=2)C2C=CC=CC=2)=CC=1>[OH:23][C:12]1[C:11]([CH:24]([CH3:26])[CH3:25])=[N:10][N:9]([CH2:8][C:3]2[CH:4]=[CH:5][CH:6]=[CH:7][C:2]=2[C:30]2[CH:31]=[CH:32][CH:33]=[CH:34][C:29]=2[O:28][CH3:27])[C:14](=[O:15])[C:13]=1[C:16]([NH:18][CH2:19][C:20]([OH:22])=[O:21])=[O:17] |f:2.3.4,^1:55,57,76,95|. Procedure: To a 5 ml microwave tube was added N-{[2-[(2-bromophenyl)methyl]-5-hydroxy-6-(1-methylethyl)-3-oxo-2,3-dihydro-4-pyridazinyl]carbonyl}glycine (example 78(b), 75 mg, 0.177 mmol), 2-methoxyphenylboronic acid (26.9 mg, 0.177 mmol), potassium carbonate (73.3 mg, 0.530 mmol), and tetrakis(triphenylphosphine)palladium (0) (6.13 mg, 5.30 μmol) in 1,4-Dioxane (1.5 ml) and Water (0.500 ml). The mixture was irradiated at 100° C. for 20 minutes. The reaction mixture was diluted with water (5 ml), acidified... The reactants are O=C([O-])[O-], C1CCOC1, CCOC(C)=O, Cn1c(S)nnc1C(O)(c1ccc(I)cc1)c1ccc2c(c1)c(-c1cccc(Cl)c1)nc1nnnn12, [K+], [K+], O=N[O-], [Na+], O, O=[N+]([O-])O. The product is Cn1cnnc1C(O)(c1ccc(I)cc1)c1ccc2c(c1)c(-c1cccc(Cl)c1)nc1nnnn12. As a reaction SMILES: [C:45](=[O:46])([O-:47])[O-:48].[CH2:51]1[O:52][CH2:53][CH2:54][CH2:55]1.[CH3:56][CH2:57][O:58][C:59]([CH3:60])=[O:61].[Cl:9][c:10]1[cH:11][c:12](-[c:16]2[n:17][c:18]3[n:19]([c:20]4[cH:21][cH:22][c:23]([C:26]([OH:27])([c:28]5[n:29][n:30][c:31]([SH:34])[n:32]5[CH3:33])[c:35]5[cH:36][cH:37][c:38]([I:41])[cH:39][cH:40]5)[cH:24][c:25]24)[n:42][n:43][n:44]3)[cH:13][cH:14][cH:15]1.[K+:49].[K+:50].[N:1]([O-:2])=[O:3].[Na+:4].[OH2:62].[OH:5][N+:6](=[O:7])[O-:8]>>[Cl:9][c:10]1[cH:11][c:12](-[c:16]2[n:17][c:18]3[n:19]([c:20]4[cH:21][cH:22][c:23]([C:26]([OH:27])([c:28]5[n:29][n:30][cH:31][n:32]5[CH3:33])[c:35]5[cH:36][cH:37][c:38]([I:41])[cH:39][cH:40]5)[cH:24][c:25]24)[n:42][n:43][n:44]3)[cH:13][cH:14][cH:15]1. Reactants: CNc1cc(-n2nc(C)cc2Nc2cc(NC(=O)OC(C)(C)C)ccc2C)ncn1, O=C(O)C(F)(F)F. The product is CNc1cc(-n2nc(C)cc2Nc2cc(N)ccc2C)ncn1. RXN SMILES: [CH3:1][c:2]1[c:3]([NH:16][c:17]2[cH:18][c:19]([CH3:30])[n:20][n:21]2-[c:22]2[n:23][cH:24][n:25][c:26]([NH:28][CH3:29])[cH:27]2)[cH:4][c:5]([NH:8][C:9](=[O:10])[O:11][C:12]([CH3:13])([CH3:14])[CH3:15])[cH:6][cH:7]1.[F:31][C:32]([F:33])([F:34])[C:35]([OH:36])=[O:37]>>[CH3:1][c:2]1[c:3]([NH:16][c:17]2[cH:18][c:19]([CH3:30])[n:20][n:21]2-[c:22]2[n:23][cH:24][n:25][c:26]([NH:28][CH3:29])[cH:27]2)[cH:4][c:5]([NH2:8])[cH:6][cH:7]1. Starting materials: [H-].[Na+] (Sodium hydride), C(CC(=O)C)(=O)OCC (ethyl acetoacetate), BrCCC=C(C)C (5-Bromo-2-methyl-2-pentene). Solvent: C1CCOC1 (THF). Run at time 30 minute. Yields the product C(C)(=O)C(C(=O)OCC)CCC=C(C)C (ethyl 2-acetyl-6-methyl-5-heptenoate). Isolated yield 21.2%. Reaction SMILES: [H-].[Na+].[C:3]([O:9][CH2:10][CH3:11])(=[O:8])[CH2:4][C:5]([CH3:7])=[O:6].Br[CH2:13][CH2:14][CH:15]=[C:16]([CH3:18])[CH3:17]>C1COCC1>[C:5]([CH:4]([CH2:13][CH2:14][CH:15]=[C:16]([CH3:18])[CH3:17])[C:3]([O:9][CH2:10][CH3:11])=[O:8])(=[O:6])[CH3:7] |f:0.1|. Procedure details: Sodium hydride was added portionwise to a stirred solution of ethyl acetoacetate (0.1 mole, 13.0 g) in 300 ml THF. The solution was stirred for 30 minutes. 5-Bromo-2-methyl-2-pentene (0.11 moles, 17.9 g) was added dropwise over 30 minutes. The solution stirred at room temperature for 40 hours. The solution was concentrated in vacuo. Ethyl acetate and water were added. The organic phase was dried over sodium sulfate and concentrated. The product was purified by HPLC over silica gel eluted with a ... Starting materials: BrC1=CC=C(N\C(\C2=CC=CC=C2)=C\2/C(NC3=CC(=CC=C23)C(=O)O)=O)C=C1 (3-Z-[1-(4-bromo-anilino)-1-phenyl-methylene]-6-carboxy-2-indolinone), N (ammonia). Yields the product BrC1=CC=C(N\C(\C2=CC=CC=C2)=C\2/C(NC3=CC(=CC=C23)C(N)=O)=O)C=C1 (3-Z-[1-(4-bromo-anilino)-1-phenyl-methylene]-6-carbamoyl-2-indolinone). RXN SMILES: [Br:1][C:2]1[CH:28]=[CH:27][C:5]([NH:6]/[C:7](=[C:14]2\[C:15](=[O:26])[NH:16][C:17]3[C:22]\2=[CH:21][CH:20]=[C:19]([C:23](O)=[O:24])[CH:18]=3)/[C:8]2[CH:13]=[CH:12][CH:11]=[CH:10][CH:9]=2)=[CH:4][CH:3]=1.[NH3:29]>>[Br:1][C:2]1[CH:3]=[CH:4][C:5]([NH:6]/[C:7](=[C:14]2\[C:15](=[O:26])[NH:16][C:17]3[C:22]\2=[CH:21][CH:20]=[C:19]([C:23](=[O:24])[NH2:29])[CH:18]=3)/[C:8]2[CH:9]=[CH:10][CH:11]=[CH:12][CH:13]=2)=[CH:27][CH:28]=1. Procedure details: Prepared from 3-Z-[1-(4-bromo-anilino)-1-phenyl-methylene]-6-carboxy-2-indolinone and ammonia Rf value: 0.5 (silica gel, methylene chloride/methanol=10:1) C22H16BrN2O3